Dataset: the Open Reaction Database (ORD), a public repository of structured organic reaction records. Task: describe an organic reaction: reactants, conditions, products, and yield The reactants are OC1=CC=C(C=C1)C1=NC=C(C=C1)C=1SC=CC1 (2-(2-p-hydroxyphenyl-5-pyridyl)-thiophene), C(=O)([O-])[O-].[K+].[K+] (K2CO3), C(CCCCC)I (hexyl iodide). Solvent: CN(C)C=O (DMF). Run at temperature 80 celsius. The product is C(CCCCC)OC1=CC=C(C=C1)C1=NC=C(C=C1)C=1SC=CC1 (2-(2-p-Hexoxyphenyl-5-pyridyl)-thiophene). As a reaction SMILES: [OH:1][C:2]1[CH:7]=[CH:6][C:5]([C:8]2[CH:13]=[CH:12][C:11]([C:14]3[S:15][CH:16]=[CH:17][CH:18]=3)=[CH:10][N:9]=2)=[CH:4][CH:3]=1.C([O-])([O-])=O.[K+].[K+].[CH2:25](I)[CH2:26][CH2:27][CH2:28][CH2:29][CH3:30]>CN(C=O)C>[CH2:25]([O:1][C:2]1[CH:3]=[CH:4][C:5]([C:8]2[CH:13]=[CH:12][C:11]([C:14]3[S:15][CH:16]=[CH:17][CH:18]=3)=[CH:10][N:9]=2)=[CH:6][CH:7]=1)[CH2:26][CH2:27][CH2:28][CH2:29][CH3:30] |f:1.2.3|. Reported procedure: A mixture of 15.3 g of 2-(2-p-hydroxyphenyl-5-pyridyl)-thiophene, 6.9 g of K2CO3, 25 g of hexyl iodide and 250 ml of DMF is heated at 80° C. for 16 hours, with stirring, and then cooled and worked up in the customary manner. 2-(2-p-Hexoxyphenyl-5-pyridyl)-thiophene is obtained.